This data is from the Open Reaction Database (ORD), a public repository of structured organic reaction records. The task is: describe an organic reaction: reactants, conditions, products, and yield Reactants: C1(=CC=CC=C1)P(C1=CC=CC=C1)C1=CC=CC=C1 (triphenylphosphine), OCCCC1=NC(=NS1)C (5-(3-hydroxypropyl)-3-methyl-1,2,4-thiadiazole), FC(C1=NC(=NO1)C1=CC(=C(C(=C1)C)O)C)F (4-(5-difluoromethyl-1,2,4-oxadiazol-3-yl)-2,6-dimethylphenol), CCOC(=O)/N=N/C(=O)OCC (DEAD). Solvent: C1CCOC1 (THF). Reaction conditions: temperature 20 celsius. Yields the product CC1=NSC(=N1)CCCOC1=C(C=C(C=C1C)C1=NOC(=N1)C(F)F)C (3-methyl-5-[3-[4-(5-difluoromethyl-1,2,4-oxadiazol-3-yl)-2,6-dimethylphenoxy]propyl]-1,2,4-thiadiazole). The yield is 81.0%. As a reaction SMILES: [OH:1][CH2:2][CH2:3][CH2:4][C:5]1[S:9][N:8]=[C:7]([CH3:10])[N:6]=1.[F:11][CH:12]([F:27])[C:13]1[O:17][N:16]=[C:15]([C:18]2[CH:23]=[C:22]([CH3:24])[C:21](O)=[C:20]([CH3:26])[CH:19]=2)[N:14]=1.CCOC(/N=N/C(OCC)=O)=O.C1(P(C2C=CC=CC=2)C2C=CC=CC=2)C=CC=CC=1>C1COCC1>[CH3:10][C:7]1[N:6]=[C:5]([CH2:4][CH2:3][CH2:2][O:1][C:21]2[C:20]([CH3:26])=[CH:19][C:18]([C:15]3[N:14]=[C:13]([CH:12]([F:11])[F:27])[O:17][N:16]=3)=[CH:23][C:22]=2[CH3:24])[S:9][N:8]=1. Procedure: A mixture of 5-(3-hydroxypropyl)-3-methyl-1,2,4-thiadiazole (242 mg, 1.53 mmol), 4-(5-difluoromethyl-1,2,4-oxadiazol-3-yl)-2,6-dimethylphenol described in allowed U.S. patent application Ser. No. 07/869,287, incorporated herein by reference (400 mg, 1.67 mmol), and DEAD (290 mg, 1.67 mmol) was dissolved in 16 mL of THF. To the above solution was added triphenylphosphine (438 mg, 1.67 mmol) at 0° C. and the mixture was allowed to warm to 20° C. overnight. The solvent was removed in vacuo, an aque... The reactants are O=C([O-])[O-], CCOC(=O)Cn1ncc2c(=O)[nH]c3ccc(C)cc3c21, CI, [Cs+], [Cs+], CN(C)C=O, O. Yields the product CCOC(=O)Cn1ncc2c(=O)n(C)c3ccc(C)cc3c21. As a reaction SMILES: [C:24](=[O:25])([O-:26])[O-:27].[CH2:1]([CH3:2])[O:3][C:4]([CH2:5][n:6]1[n:7][cH:8][c:9]2[c:10](=[O:20])[nH:11][c:12]3[cH:13][cH:14][c:15]([CH3:19])[cH:16][c:17]3[c:18]12)=[O:21].[CH3:22][I:23].[Cs+:28].[Cs+:29].[O:30]=[CH:31][N:32]([CH3:33])[CH3:34].[OH2:35]>>[CH2:1]([CH3:2])[O:3][C:4]([CH2:5][n:6]1[n:7][cH:8][c:9]2[c:10](=[O:20])[n:11]([CH3:24])[c:12]3[cH:13][cH:14][c:15]([CH3:19])[cH:16][c:17]3[c:18]12)=[O:21]. The reactants are CN=C(NC#N)SC, CC#N, Cc1[nH]cnc1CSCCN. Yields the product CNC(=NCCSCc1nc[nH]c1C)NC#N. As a reaction SMILES: [C:12](#[N:13])[NH:14][C:15]([S:16][CH3:17])=[N:18][CH3:19].[CH3:20][C:21]#[N:22].[NH2:1][CH2:2][CH2:3][S:4][CH2:5][c:6]1[n:7][cH:8][nH:9][c:10]1[CH3:11]>>[N:1]([CH2:2][CH2:3][S:4][CH2:5][c:6]1[n:7][cH:8][nH:9][c:10]1[CH3:11])=[C:15]([NH:14][C:12]#[N:13])[NH:18][CH3:19]. The reactants are CC1=NN=C2N1C1=C(C=C2)NC=C1 (1-methyl-6H-pyrrolo[2,3-e][1,2,4]triazolo[4,3-a]pyridine), C(=O)([O-])[O-].[K+].[K+] (K2CO3), BrCCC1=CC=CC=C1 (1-(bromoethyl)benzene). The solvent is CN(C)C=O (DMF), CC#N (MeCN). Conditions: temperature 45 celsius. Yields the product CC1=NN=C2N1C1=C(C=C2)N(C=C1)C(C)C1=CC=CC=C1 (1-methyl-6-(1-phenylethyl)-6H-pyrrolo[2,3-e][1,2,4]triazolo[4,3-a]pyridine). Reaction SMILES: [CH3:1][C:2]1[N:6]2[C:7]3[CH:13]=[CH:12][NH:11][C:8]=3[CH:9]=[CH:10][C:5]2=[N:4][N:3]=1.C([O-])([O-])=O.[K+].[K+].Br[CH2:21][CH2:22][C:23]1[CH:28]=[CH:27][CH:26]=[CH:25][CH:24]=1>CN(C=O)C.CC#N>[CH3:1][C:2]1[N:6]2[C:7]3[CH:13]=[CH:12][N:11]([CH:22]([C:23]4[CH:28]=[CH:27][CH:26]=[CH:25][CH:24]=4)[CH3:21])[C:8]=3[CH:9]=[CH:10][C:5]2=[N:4][N:3]=1 |f:1.2.3|. Procedure details: To a mixture of 1-methyl-6H-pyrrolo[2,3-e][1,2,4]triazolo[4,3-a]pyridine (10 mg, 0.058 mmol, isolated from Example 2, Step 5 during a preparation wherein the methylation of Step 2 of that Example was incomplete) and K2CO3 (0.024 g, 0.17 mmol) in DMF (0.22 mL) was added 1-(bromoethyl)benzene (12 μL, 0.087 mmol, Acros). The mixture was heated to 45° C. for 3 hours. The mixture was diluted with MeCN and filtered, then the product was isolated by preparative HPLC-MS (Waters XBridge C18, eluting with... Reactants: COC(=O)C(Br)CBr, C[O-], CO, CCOCC, CC(=O)O, C[N+](C)(C)[O-], [Na+], [Na]. Yields the product COCC(Br)C(=O)OC. RXN SMILES: [Br:1][CH:2]([C:3](=[O:4])[O:5][CH3:6])[CH2:7][Br:8].[CH3:14][O-:15].[CH3:18][OH:19].[CH3:20][CH2:21][O:22][CH2:23][CH3:24].[CH3:25][C:26](=[O:27])[OH:28].[CH3:9][N+:10]([O-:11])([CH3:12])[CH3:13].[Na+:16].[Na:17]>>[Br:1][CH:2]([C:3](=[O:4])[O:5][CH3:6])[CH2:7][O:15][CH3:14]. The reactants are [N+](=O)([O-])C=1C=CC2=C(SCC(N2)=O)C1 (7-nitro-2H-benzo[b][1,4]thiazin-3(4H)-one), C([O-])([O-])=O.[K+].[K+] (potassium carbonate), Cl.ClCCN(C)C (2-chloro-N,N-dimethylethanamine hydrochloride). Solvent: O (water), CN(C)C=O (DMF). Conditions: temperature 90 celsius, time 8 hour. The product is CN(CCN1C2=C(SCC1=O)C=C(C=C2)[N+](=O)[O-])C (4-(2-(Dimethylamino)ethyl)-7-nitro-2H-benzo[b][1,4]thiazin-3(4H)-one). Isolated yield 55.3%. As a reaction SMILES: [N+:1]([C:4]1[CH:5]=[CH:6][C:7]2[NH:12][C:11](=[O:13])[CH2:10][S:9][C:8]=2[CH:14]=1)([O-:3])=[O:2].C(=O)([O-])[O-].[K+].[K+].Cl.Cl[CH2:23][CH2:24][N:25]([CH3:27])[CH3:26]>CN(C=O)C.O>[CH3:26][N:25]([CH3:27])[CH2:24][CH2:23][N:12]1[C:11](=[O:13])[CH2:10][S:9][C:8]2[CH:14]=[C:4]([N+:1]([O-:3])=[O:2])[CH:5]=[CH:6][C:7]1=2 |f:1.2.3,4.5|. Procedure: To a stirred suspension of 7-nitro-2H-benzo[b][1,4]thiazin-3(4H)-one (1.02 g, 4.85 mmol) and potassium carbonate (4.69 g, 34.0 mmol) in a pressure flask in DMF (30 mL) under argon was added 2-chloro-N,N-dimethylethanamine hydrochloride (3.49 g, 24.26 mmol). The flask was immediately sealed and heated with stirring to 90° C. overnight. The mixture was then cooled to room temperature, diluted with water and extracted (2× ethyl acetate). The combined organics were then washed with a 1:1 mixture of ... The reactants are CCC=CCC1C(=O)CCC1C(C(C)=O)C(=O)OCC, O. The product is CCC=CCC1C(=O)CCC1CC(C)=O. As a reaction SMILES: [CH2:1]([CH:2]=[CH:3][CH2:4][CH3:5])[CH:6]1[C:7](=[O:20])[CH2:8][CH2:9][CH:10]1[CH:11]([C:12]([CH3:13])=[O:14])[C:15]([O:16][CH2:17][CH3:18])=[O:19].[OH2:21]>>[CH2:1]([CH:2]=[CH:3][CH2:4][CH3:5])[CH:6]1[C:7](=[O:20])[CH2:8][CH2:9][CH:10]1[CH2:11][C:12]([CH3:13])=[O:14]. The reactants are S1C(=NC2=C1C=CC=C2)N(C(=O)C=2C=CC=C1CCN(CC21)C=2SC(=C(N2)C(=O)OC)C#CCC2=CC=CC=C2)COCC[Si](C)(C)C (methyl 2-(8-(benzo[d]thiazol-2-yl((2-(trimethylsilyl)ethoxy)methyl)carbamoyl)-3,4-dihydroisoquinolin-2(1H)-yl)-5-(3-phenylprop-1-ynyl)thiazole-4-carboxylate). Reagents/catalysts: [Pd] (Pd/C). Run in C(C)(=O)OCC (ethyl acetate). Reaction conditions: time 8 hour. Yields the product S1C(=NC2=C1C=CC=C2)N(C(=O)C=2C=CC=C1CCN(CC21)C=2SC(=C(N2)C(=O)OC)CCCC2=CC=CC=C2)COCC[Si](C)(C)C (methyl 2-(8-(benzo[d]thiazol-2-yl((2-(trimethylsilyl)ethoxy)methyl)carbamoyl)-3,4-dihydroisoquinolin-2(1H)-yl)-5-(3-phenylpropyl)thiazole-4-carboxylate). RXN SMILES: [S:1]1[C:5]2[CH:6]=[CH:7][CH:8]=[CH:9][C:4]=2[N:3]=[C:2]1[N:10]([CH2:41][O:42][CH2:43][CH2:44][Si:45]([CH3:48])([CH3:47])[CH3:46])[C:11]([C:13]1[CH:14]=[CH:15][CH:16]=[C:17]2[C:22]=1[CH2:21][N:20]([C:23]1[S:24][C:25]([C:32]#[C:33][CH2:34][C:35]3[CH:40]=[CH:39][CH:38]=[CH:37][CH:36]=3)=[C:26]([C:28]([O:30][CH3:31])=[O:29])[N:27]=1)[CH2:19][CH2:18]2)=[O:12]>C(OCC)(=O)C.[Pd]>[S:1]1[C:5]2[CH:6]=[CH:7][CH:8]=[CH:9][C:4]=2[N:3]=[C:2]1[N:10]([CH2:41][O:42][CH2:43][CH2:44][Si:45]([CH3:46])([CH3:48])[CH3:47])[C:11]([C:13]1[CH:14]=[CH:15][CH:16]=[C:17]2[C:22]=1[CH2:21][N:20]([C:23]1[S:24][C:25]([CH2:32][CH2:33][CH2:34][C:35]3[CH:40]=[CH:39][CH:38]=[CH:37][CH:36]=3)=[C:26]([C:28]([O:30][CH3:31])=[O:29])[N:27]=1)[CH2:19][CH2:18]2)=[O:12]. Procedure: To a solution of Example 15C (1.2 g) in ethyl acetate (120 mL) was added Pd/C (500 mg, 5%). The mixture was stirred under an atmosphere of hydrogen (balloon) overnight. The insoluble material was filtered off and washed with ethyl acetate. The filtrate was concentrated to provide the title compound. The reactants are (2S)-Eriodictyol, CS(=O)C (DMSO), flavonoid, C[C@H]1[C@@]([C@H]([C@@H](O1)O[C@@H]2[C@H]([C@@H]([C@H]([C@@H]([C@H]2O)O)NC(=N)N)O)NC(=N)N)O[C@H]3[C@H]([C@@H]([C@H]([C@@H](O3)CO)O)O)NC)(C=O)O (streptomycin), C1[C@H]([C@@H]([C@H]([C@@H]([C@H]1N)O[C@@H]2[C@@H]([C@H]([C@@H]([C@H](O2)CN)O)O)O)O)O[C@@H]3[C@@H]([C@H]([C@@H]([C@H](O3)CO)O)N)O)N (kanamycin), (2S)-eriodictyol, pCDF-F, CC(C(=N)N)C(=S)NCC(=O)O (ITPG). Reaction conditions: time 4 hour. Yields the product C1=CC(=C(C=C1[C@@H]2CC(=O)C=3C(=CC(=CC3O2)O)O)O)O (Eriodictyol). RXN SMILES: [CH3:1][C@@H:2]1[O:6][C@@H:5]([O:7][C@H:8]2[C@H:13](O)[C@@H:12]([OH:15])[C@H:11](NC(N)=N)[C@@H:10]([OH:20])[C@@H:9]2NC(N)=N)[C@H:4](O[C@@H]2O[C@@H](CO)[C@H](O)[C@@H](O)[C@@H]2NC)[C@@:3]1(O)C=O.C1[C@H](N)[C@@H:45]([O:48][C@H]2O[C@H](CN)[C@@H](O)[C@H](O)[C@H]2O)[C@H:44](O)[C@@H](O[C@H]2O[C@H](CO)[C@@H](O)[C@H](N)[C@H]2O)[C@@H]1N.[CH3:74][CH:75](C(NCC(O)=O)=S)C(N)=N.CS(C)=[O:88]>>[CH:74]1[C:4]([C@H:5]2[O:7][C:8]3[CH:9]=[C:10]([OH:20])[CH:11]=[C:12]([OH:15])[C:13]=3[C:45](=[O:48])[CH2:44]2)=[CH:3][C:2]([OH:6])=[C:1]([OH:88])[CH:75]=1. Reported procedure: Batch fermentations were prepared to determine the overall production of flavonoid compounds using commercially available (2S)-eriodictyol. An overnight preinnoculums of recombinant E. coli BL21 Star (Invitrogen) was prepared carrying vectors pCDF-F and pCOLA-DL in LB or M9 minimal media. Antibiotics were added according to manufacturer's instructions (50 ug/mL streptomycin and 30 ug/mL kanamycin). The next day, 4 mL of the preinnoculum was used to seed 76 mL LB or M9 minimal media cultures. The...